This data is from the Open Reaction Database (ORD), a public repository of structured organic reaction records. The task is: describe an organic reaction: reactants, conditions, products, and yield Reactants: NC1=C(C=CC=C1)CC(N(C)C=O)C=1SC=CC1C (2-amino-N-formyl-N-methyl-α-(3-methyl-2-thienyl)benzeneethanamine), S(O)(O)(=O)=O (sulfuric acid), N(=O)[O-].[Na+] (sodium nitrite). Reagents/catalysts: S(=O)(=O)([O-])[O-].[Cu+2] (copper sulfate). Solvent: O (water), ClCCl (dichloromethane), O (water), O (water). Product: C(=O)N(C(CC1=C(C=CC=C1)O)C=1SC=CC1C)C (N-formyl-2-hydroxy-N-methyl-α-(3-methyl-2-thienyl)benzeneethanamine). RXN SMILES: N[C:2]1[CH:7]=[CH:6][CH:5]=[CH:4][C:3]=1[CH2:8][CH:9]([C:14]1[S:15][CH:16]=[CH:17][C:18]=1[CH3:19])[N:10]([CH:12]=[O:13])[CH3:11].S(=O)(=O)(O)[OH:21].N([O-])=O.[Na+]>O.ClCCl.S([O-])([O-])(=O)=O.[Cu+2]>[CH:12]([N:10]([CH3:11])[CH:9]([C:14]1[S:15][CH:16]=[CH:17][C:18]=1[CH3:19])[CH2:8][C:3]1[CH:4]=[CH:5][CH:6]=[CH:7][C:2]=1[OH:21])=[O:13] |f:2.3,6.7|. Reported procedure: A stirred suspension of 8.87 g of 2-amino-N-formyl-N-methyl-α-(3-methyl-2-thienyl)benzeneethanamine and 71 ml of 50% (w/v) sulfuric acid was chilled with an ice water bath for 15 minutes. The suspension was treated dropwise over one minute with a solution of sodium nitrite (2.45 g) and water (13 ml). After stirring with chilling for 15 minutes, the mixture was strained through glass wool into a dropping funnel and then added over a few minutes to a refluxing solution of 63.84 g of copper sulfate...